From a dataset of the Open Reaction Database (ORD), a public repository of structured organic reaction records. describe an organic reaction: reactants, conditions, products, and yield Reaction SMILES: Br[C:2]1[CH:7]=[CH:6][C:5]([C:8]2[O:12][N:11]=[C:10]([CH3:13])[C:9]=2[CH2:14][N:15]([CH2:19][CH2:20][C:21]2[CH:26]=[CH:25][CH:24]=[CH:23][CH:22]=2)[C:16](=[O:18])[CH3:17])=[CH:4][CH:3]=1.[CH2:27]([O:29][C:30]([C:32]1([C:35]2[CH:40]=[CH:39][C:38](B3OC(C)(C)C(C)(C)O3)=[CH:37][CH:36]=2)[CH2:34][CH2:33]1)=[O:31])[CH3:28]>>[CH2:27]([O:29][C:30]([C:32]1([C:35]2[CH:40]=[CH:39][C:38]([C:2]3[CH:7]=[CH:6][C:5]([C:8]4[O:12][N:11]=[C:10]([CH3:13])[C:9]=4[CH2:14][N:15]([C:16](=[O:18])[CH3:17])[CH2:19][CH2:20][C:21]4[CH:26]=[CH:25][CH:24]=[CH:23][CH:22]=4)=[CH:4][CH:3]=3)=[CH:37][CH:36]=2)[CH2:33][CH2:34]1)=[O:31])[CH3:28]. The reactants are BrC1=CC=C(C=C1)C1=C(C(=NO1)C)CN(C(C)=O)CCC1=CC=CC=C1 (N-[5-(4-bromo-phenyl)-3-methyl-isoxazol-4-ylmethyl]-N-phenethyl-acetamide), C(C)OC(=O)C1(CC1)C1=CC=C(C=C1)B1OC(C(O1)(C)C)(C)C (1-[4-(4,4,5,5-tetramethyl-[1,3,2]dioxaborolan-2-yl)-phenyl]-cyclopropanecarboxylic acid ethyl ester). Product: C(C)OC(=O)C1(CC1)C1=CC=C(C=C1)C1=CC=C(C=C1)C1=C(C(=NO1)C)CN(CCC1=CC=CC=C1)C(C)=O (1-(4′-{4-[(Acetyl-phenethyl-amino)-methyl]-3-methyl-isoxazol-5-yl}-biphenyl-4-yl)-cyclopropanecarboxylic acid ethyl ester). Reported procedure: Prepared according to the procedure described in Example 3, Step 5, using N-[5-(4-bromo-phenyl)-3-methyl-isoxazol-4-ylmethyl]-N-phenethyl-acetamide and 1-[4-(4,4,5,5-tetramethyl-[1,3,2]dioxaborolan-2-yl)-phenyl]-cyclopropanecarboxylic acid ethyl ester. Procedure: A mixture of 10.65 g of 4-(4-fluorobenzamido)piperidine (preparation 2) and potassium carbonate (9.93 g) in 160 ml of dry dimethylformamide was cooled to 0° C. and a solution of 1-bromo-3-chloropropane (5.68 ml) in 5.68 ml of dry dimethylformamide added dropwise thereto. After 3 hours at room temperature the reaction mixture was poured into 1600 ml of water and stirred for one hour. The solid which precipitated was recovered by filtration (7.1 g). Run at temperature 0 celsius, time 1 hour. As a reaction SMILES: [F:1][C:2]1[CH:16]=[CH:15][C:5]([C:6]([NH:8][CH:9]2[CH2:14][CH2:13][NH:12][CH2:11][CH2:10]2)=[O:7])=[CH:4][CH:3]=1.C(=O)([O-])[O-].[K+].[K+].Br[CH2:24][CH2:25][CH2:26][Cl:27].O>CN(C)C=O>[F:1][C:2]1[CH:16]=[CH:15][C:5]([C:6]([NH:8][CH:9]2[CH2:14][CH2:13][N:12]([CH2:24][CH2:25][CH2:26][Cl:27])[CH2:11][CH2:10]2)=[O:7])=[CH:4][CH:3]=1 |f:1.2.3|. Solvent: CN(C=O)C (dimethylformamide), CN(C=O)C (dimethylformamide). The reactants are BrCCCCl (1-bromo-3-chloropropane), O (water), FC1=CC=C(C(=O)NC2CCNCC2)C=C1 (4-(4-fluorobenzamido)piperidine), C([O-])([O-])=O.[K+].[K+] (potassium carbonate). Product: FC1=CC=C(C(=O)NC2CCN(CC2)CCCCl)C=C1 (3-[4-(4-fluorobenzamido) piperidinyl]-1-chloropropane). Reactants: C(=O)([O-])[O-].[Na+].[Na+] (Na2CO3), CC1=C(C=C(C=N1)NC(C1=CC(=CC=C1)C(F)(F)F)=O)C1=CC(=CC=C1)[N+](=O)[O-] (N-[6-methyl-5-(3-nitrophenyl)pyridin-3-yl]-3-(trifluoromethyl)benzamide), C(C)(=O)O (acetic acid). The reagents and catalysts are [Fe] (iron). Run in C(C)O (ethanol). Conditions: temperature 87 celsius. The product is NC=1C=C(C=CC1)C=1C=C(C=NC1C)NC(C1=CC(=CC=C1)C(F)(F)F)=O (N-[5-(3-aminophenyl)-6-methylpyridin-3-yl]-3-(trifluoromethyl)benzamide). Reaction SMILES: [CH3:1][C:2]1[N:7]=[CH:6][C:5]([NH:8][C:9](=[O:20])[C:10]2[CH:15]=[CH:14][CH:13]=[C:12]([C:16]([F:19])([F:18])[F:17])[CH:11]=2)=[CH:4][C:3]=1[C:21]1[CH:26]=[CH:25][CH:24]=[C:23]([N+:27]([O-])=O)[CH:22]=1.C(O)(=O)C.C([O-])([O-])=O.[Na+].[Na+]>C(O)C.[Fe]>[NH2:27][C:23]1[CH:22]=[C:21]([C:3]2[CH:4]=[C:5]([NH:8][C:9](=[O:20])[C:10]3[CH:15]=[CH:14][CH:13]=[C:12]([C:16]([F:19])([F:17])[F:18])[CH:11]=3)[CH:6]=[N:7][C:2]=2[CH3:1])[CH:26]=[CH:25][CH:24]=1 |f:2.3.4|. Procedure: To a solution of N-[6-methyl-5-(3-nitrophenyl)pyridin-3-yl]-3-(trifluoromethyl)benzamide (0.150 g, 0.000374 mol) in ethanol (3 mL) was added acetic acid (0.5 mL, 0.009 mol) and iron powder (0.11 g, 0.0020 mol). The reaction was heated at 87° C. for 2 hours. It was then neutralized with Na2CO3 and extracted with EtOAc and the organic extracts were washed with water, saturated NaCl, dried (MgSO4) and stripped in vacuo. The residue was used in the next reaction without purification. MS (ES) (M+H)=3... Reactants: [N+](=O)([O-])C=1C=C2C(NC(NC2=CC1)=O)=O (6-nitroquinazoline-2,4(1H,3H)-dione), P(=O)(Cl)(Cl)Cl (phosphorus oxychloride), C(C)(C)N(C=O)C(C)C (diisopropylformamide), C(C)(C)(C)N (t-butylamine). Solvent: O (water). Conditions: time 30 minute. The product is C(C)(C)(C)NC1=NC(=NC2=CC=C(C=C12)[N+](=O)[O-])Cl (4-t-Butylamino-2-chloro-6-nitroquinazoline). Yield: 64.2%. RXN SMILES: [N+:1]([C:4]1[CH:5]=[C:6]2[C:11](=[CH:12][CH:13]=1)[NH:10][C:9](=O)[NH:8][C:7]2=O)([O-:3])=[O:2].P(Cl)(Cl)([Cl:18])=O.C(N(C(C)C)C=O)(C)C.[C:30]([NH2:34])([CH3:33])([CH3:32])[CH3:31]>O>[C:30]([NH:34][C:7]1[C:6]2[C:11](=[CH:12][CH:13]=[C:4]([N+:1]([O-:3])=[O:2])[CH:5]=2)[N:10]=[C:9]([Cl:18])[N:8]=1)([CH3:33])([CH3:32])[CH3:31]. Procedure details: To 250 mg (1.21 mmol) of 6-nitroquinazoline-2,4(1H,3H)-dione were added 5.00 ml (53.64 mmol) of phosphorus oxychloride and 0.18 ml (1.21 mmol) of diisopropylformamide, and the resulting mixture was subjected to heating under reflux for 24 hours. After phosphorus oxychloride was removed in vacuo, the mixture was dissolved in 5 ml of acetonitrile, followed by addition of 1.26 ml (12.10 mmol) of t-butylamine under ice cooling and stirring under ice cooling for 30 minutes. To the reaction solution w... The reactants are C(=O)C1=CC=CC(=N1)C1=NC=CC=C1 (6-formyl-2,2'-bipyridine), [Cl-].C1(=CC=CC=C1)CCCCO[NH3+] (O-phenylbutylhydroxylammonium chloride). Product: C(=O)C1=CCC(C(=N1)C1=NC=CC=C1)=NOCCCCC1=CC=CC=C1 (6-formyl-O-4-phenylbutyloximino-2,2'-bipyridine). As a reaction SMILES: [CH:1]([C:3]1[N:8]=[C:7]([C:9]2[CH:14]=[CH:13][CH:12]=[CH:11][N:10]=2)[CH:6]=[CH:5][CH:4]=1)=[O:2].[Cl-].[C:16]1([CH2:22][CH2:23][CH2:24][CH2:25][O:26][NH3+:27])[CH:21]=[CH:20][CH:19]=[CH:18][CH:17]=1>>[CH:1]([C:3]1[N:8]=[C:7]([C:9]2[CH:14]=[CH:13][CH:12]=[CH:11][N:10]=2)[C:6](=[N:27][O:26][CH2:25][CH2:24][CH2:23][CH2:22][C:16]2[CH:21]=[CH:20][CH:19]=[CH:18][CH:17]=2)[CH2:5][CH:4]=1)=[O:2] |f:1.2|. Procedure details: If 6-formyl-2,2'-bipyridine is used instead of 4-formyl-2-(2-pyridyl)-pyrimidine and O-phenylbutylhydroxylammonium chloride instead of hydroxylammonium chloride, 6-formyl-O-4-phenylbutyloximino-2,2'-bipyridine (compound 105c) is obtained in a corresponding manner. The reactants are Brc1ncc(Br)n2ncnc12, CC(C)(C)N1CCN(c2ccc(N)cc2)CC1, CCN(C(C)C)C(C)C, CN1CCN(c2ccc(Nc3ncc(-c4csc(C(N)=O)c4)n4ncnc34)cc2)CC1, CC(C)O. Product: CC(C)(C)N1CCN(c2ccc(Nc3ncc(Br)n4ncnc34)cc2)CC1. Reaction SMILES: [Br:32][c:33]1[cH:34][n:35][c:36]([Br:42])[c:37]2[n:38]1[n:39][cH:40][n:41]2.[C:43]([CH3:44])([CH3:45])([CH3:46])[N:47]1[CH2:48][CH2:49][N:50]([c:53]2[cH:54][cH:55][c:56]([NH2:59])[cH:57][cH:58]2)[CH2:51][CH2:52]1.[CH2:60]([N:61]([CH:62]([CH3:63])[CH3:64])[CH:65]([CH3:66])[CH3:67])[CH3:68].[CH3:1][N:2]1[CH2:3][CH2:4][N:5]([c:6]2[cH:7][cH:8][c:9]([NH:10][c:11]3[c:12]4[n:13]([n:14][cH:15][n:16]4)[c:17](-[c:18]4[cH:19][c:20]([C:21]([NH2:22])=[O:23])[s:24][cH:25]4)[cH:26][n:27]3)[cH:28][cH:29]2)[CH2:30][CH2:31]1.[CH3:69][CH:70]([OH:71])[CH3:72]>>[Br:32][c:33]1[cH:34][n:35][c:36]([NH:59][c:56]2[cH:55][cH:54][c:53]([N:50]3[CH2:49][CH2:48][N:47]([C:43]([CH3:44])([CH3:45])[CH3:46])[CH2:52][CH2:51]3)[cH:58][cH:57]2)[c:37]2[n:38]1[n:39][cH:40][n:41]2. Starting materials: solution, BrBr (bromine), ClC1=CC2=C(CCC3CC(N(N=C23)C2=CC=CC=C2)=O)C=C1 (9-chloro-2-phenyl-4,4a,5,6-tetrahydrobenzo[h]cinnolin-3(2H)-one). Solvent: C(C)(=O)O (acetic acid), C(C)(=O)O (acetic acid). Product: ClC1=CC2=C(CCC3=CC(N(N=C23)C2=CC=CC=C2)=O)C=C1 (9-chloro-2-phenyl-5,6-dihydrobenzo[h]cinnolin-3(2H)-one). Yield: 54.4%. RXN SMILES: BrBr.[Cl:3][C:4]1[CH:24]=[CH:23][C:7]2[CH2:8][CH2:9][CH:10]3[C:15]([C:6]=2[CH:5]=1)=[N:14][N:13]([C:16]1[CH:21]=[CH:20][CH:19]=[CH:18][CH:17]=1)[C:12](=[O:22])[CH2:11]3>C(O)(=O)C>[Cl:3][C:4]1[CH:24]=[CH:23][C:7]2[CH2:8][CH2:9][C:10]3[C:15]([C:6]=2[CH:5]=1)=[N:14][N:13]([C:16]1[CH:21]=[CH:20][CH:19]=[CH:18][CH:17]=1)[C:12](=[O:22])[CH:11]=3. Reported procedure: About half volume of 10 ml of solution of 3.9 g of bromine in acetic acid is added dropwise to a solution of 5 g of 9-chloro-2-phenyl-4,4a,5,6-tetrahydrobenzo[h]cinnolin-3(2H)-one in 150 ml of acetic acid with stirring at room temperature. After the mixture is heated up to 50° C. on a water bath, the remaining solution is added dropwise. After stirring under heating at 50° C. for 2 hours, the precipitated crystals are collected by filtration, washed with water and recrystallized from ethanol to ...